This data is from the Open Reaction Database (ORD), a public repository of structured organic reaction records. The task is: describe an organic reaction: reactants, conditions, products, and yield Starting materials: N(=[N+]=[N-])C1CC(COC1)NC(OC(C)(C)C)=O (tert-butyl 5-azido-tetrahydro-2H-pyran-3-ylcarbamate). The reagents and catalysts are [Pd] (Pd/C). Run in C(C)(=O)OCC (ethyl acetate). Conditions: time 8 hour. The product is NC1CC(COC1)NC(OC(C)(C)C)=O (tert-butyl 5-amino-tetrahydro-2H-pyran-3-ylcarbamate). Isolated yield 21.0%. As a reaction SMILES: [N:1]([CH:4]1[CH2:9][O:8][CH2:7][CH:6]([NH:10][C:11](=[O:17])[O:12][C:13]([CH3:16])([CH3:15])[CH3:14])[CH2:5]1)=[N+]=[N-]>C(OCC)(=O)C.[Pd]>[NH2:1][CH:4]1[CH2:9][O:8][CH2:7][CH:6]([NH:10][C:11](=[O:17])[O:12][C:13]([CH3:15])([CH3:14])[CH3:16])[CH2:5]1. Reported procedure: To a solution of tert-butyl 5-azido-tetrahydro-2H-pyran-3-ylcarbamate (1 g, 4.13 mmol) in 30 mL of ethyl acetate was added Pd/C (10%, 1 g), the reaction mixture was stirred overnight at room temperature under a hydrogen filled balloon. The reaction mixture was filtered over celite, the filtrate was concentrated to give tert-butyl 5-amino-tetrahydro-2H-pyran-3-ylcarbamate (188 mg, 21%) as white solid. LCMS: (M+H)+=217; 1H NMR (300 MHz, CDCl3): δ 3.84-3.57 (m, 4H), 3.19-3.05 (m, 2H), 2.21-1.65 (m,... The reactants are C1COCCO1, Clc1cnccn1, CC1(C)OB(c2cc([N+](=O)[O-])ccc2F)OC1(C)C, [K+], [K+], [K+], O, O=P([O-])([O-])[O-]. Yields the product O=[N+]([O-])c1ccc(F)c(-c2cnccn2)c1. RXN SMILES: [CH2:36]1[O:37][CH2:38][CH2:39][O:40][CH2:41]1.[Cl:1][c:2]1[n:3][cH:4][cH:5][n:6][cH:7]1.[F:8][c:9]1[c:10]([B:18]2[O:19][C:20]([CH3:21])([CH3:22])[C:23]([CH3:24])([CH3:25])[O:26]2)[cH:11][c:12]([N+:15](=[O:16])[O-:17])[cH:13][cH:14]1.[K+:32].[K+:33].[K+:34].[OH2:35].[P:27]([O-:28])([O-:29])([O-:30])=[O:31]>>[c:2]1(-[c:10]2[c:9]([F:8])[cH:14][cH:13][c:12]([N+:15](=[O:16])[O-:17])[cH:11]2)[n:3][cH:4][cH:5][n:6][cH:7]1. Starting materials: Cl.CN(C(=O)N1CCNCC1)C(=O)N(C)C (1-(2,4,4-trimethylallophanoyl)piperazine hydrochloride), C([O-])([O-])=O.[Na+].[Na+] (sodium carbonate), Cl (hydrochloride), C(C)(C)Br (isopropyl bromide). Solvent: C(C)O (ethanol). Yields the product Cl.C(C)(C)N1CCN(CC1)C(N(C(=O)N(C)C)C)=O (1-(isopropyl)-4-(2,4,4-trimethylallophanoyl)piperazine hydrochloride). The yield is 65.1%. As a reaction SMILES: [ClH:1].[CH3:2][N:3]([C:12]([N:14]([CH3:16])[CH3:15])=[O:13])[C:4]([N:6]1[CH2:11][CH2:10][NH:9][CH2:8][CH2:7]1)=[O:5].C(=O)([O-])[O-].[Na+].[Na+].[CH:23](Br)([CH3:25])[CH3:24].Cl>C(O)C>[ClH:1].[CH:23]([N:9]1[CH2:8][CH2:7][N:6]([C:4](=[O:5])[N:3]([CH3:2])[C:12]([N:14]([CH3:16])[CH3:15])=[O:13])[CH2:11][CH2:10]1)([CH3:25])[CH3:24] |f:0.1,2.3.4,8.9|. Procedure details: To 20 ml of ethanol, were added 5.0 g of 1-(2,4,4-trimethylallophanoyl)piperazine hydrochloride and 3.7 g of sodium carbonate. To the resulting mixture, was added dropwise with stirring 2.5 g of isopropyl bromide. The mixture was allowed to react under reflux for 8 hours and the precipitate was removed by filtration. The filtrate was concentrated and the residue was purified with a silica gel column to obtain an oil. This oil was converted to hydrochloride in the customary way and recrystallized... Starting materials: Cl (HCl), CNC(NN)=S (4-methylthiosemicarbazide), ClCC(C(=O)O)(C)C (β-chloropivalic acid), P(=O)(Cl)(Cl)Cl (phosphorus oxychloride). The solvent is O1CCOCC1 (dioxane). Product: CNC=1SC(=NN1)C(CCl)(C)C (2-methylamino-5-(β-chloro-α,α-dimethylethyl)-1,3,4-thiadiazole). Reaction SMILES: [CH3:1][NH:2][C:3](=[S:6])[NH:4][NH2:5].[Cl:7][CH2:8][C:9]([CH3:14])([CH3:13])[C:10](O)=O.P(Cl)(Cl)(Cl)=O.Cl>O1CCOCC1>[CH3:1][NH:2][C:3]1[S:6][C:10]([C:9]([CH3:14])([CH3:13])[CH2:8][Cl:7])=[N:5][N:4]=1. Procedure: To a well stirred suspension of 125 g of 4-methylthiosemicarbazide and 165 g of β-chloropivalic acid in 500 ml of dioxane was added 186 g of phosphorus oxychloride at a rate which maintained the temperature below 60°. The reaction mixture was then heated at reflux until HCl evolution ceased (about 4 hrs). After cooling, the supernatant liquid was decanted from the plastic mass and 500 ml of water was added. With cooling, sodium hydroxide pellets were added until a pH of 10 was maintained. The re... Reactants: [K+], NN, [OH-], O, O, OCCO, O=C(CCCN1CCN(c2ccccn2)CC1)c1cccnc1. Yields the product c1ccc(N2CCN(CCCCc3cccnc3)CC2)nc1. As a reaction SMILES: [K+:28].[NH2:25][NH2:26].[OH-:27].[OH2:24].[OH2:33].[OH:29][CH2:30][CH2:31][OH:32].[n:1]1[cH:2][c:3]([C:7]([CH2:8][CH2:9][CH2:10][N:11]2[CH2:12][CH2:13][N:14]([c:17]3[n:18][cH:19][cH:20][cH:21][cH:22]3)[CH2:15][CH2:16]2)=[O:23])[cH:4][cH:5][cH:6]1>>[n:1]1[cH:2][c:3]([CH2:7][CH2:8][CH2:9][CH2:10][N:11]2[CH2:12][CH2:13][N:14]([c:17]3[n:18][cH:19][cH:20][cH:21][cH:22]3)[CH2:15][CH2:16]2)[cH:4][cH:5][cH:6]1. Starting materials: CC(=O)N(C1CC1)C1CCN(C(=O)OC(C)(C)C)CC1, CCOCC, ClCCl, Cl. The product is Cl, CC(=O)N(C1CCNCC1)C1CC1. Reaction SMILES: [C:1]([O:2][C:3](=[O:4])[N:8]1[CH2:9][CH2:10][CH:11]([N:14]([CH:15]2[CH2:16][CH2:17]2)[C:18]([CH3:19])=[O:20])[CH2:12][CH2:13]1)([CH3:5])([CH3:6])[CH3:7].[CH3:25][CH2:26][O:27][CH2:28][CH3:29].[Cl:22][CH2:23][Cl:24].[ClH:21]>>[ClH:21].[NH:8]1[CH2:9][CH2:10][CH:11]([N:14]([CH:15]2[CH2:16][CH2:17]2)[C:18]([CH3:19])=[O:20])[CH2:12][CH2:13]1. Procedure: The desired compound was prepared according to the procedure of Example A42, using N-[6-chloro-2,4,8,18,22-pentaazatetracyclo[14.3.1.1(3,7).1(9,13)]docosa-1(20),3(22),4,6,9(21),10,12,16,18-nonaen-12-yl]-2-pyrrolidin-3-ylacetamide tris(trifluoroacetate) and methanesulfonyl chloride as starting materials in 48% yield. 1H NMR (300 MHz, DMSO-d6): δ 10.10 (s, 1H), 9.48 (s, 1H), 9.41 (s, 1H), 9.08 (s, 1H), 8.33 (s, 2H), 8.21 (s, 1H), 7.69 (s, 1H), 7.32 (d, 1H), 7.09 (d, 1H), 3.95 (s, 2H), 3.44 (m, 1H)... Reaction SMILES: [F:1][C:2]([F:7])([F:6])[C:3]([OH:5])=[O:4].[F:8][C:9]([F:14])([F:13])[C:10]([OH:12])=[O:11].FC(F)(F)C(O)=O.[Cl:22][C:23]1[CH:24]=[N:25][C:26]2[NH:27][C:28]3[CH:29]=[N:30][CH:31]=[C:32]([CH:53]=3)[CH2:33][CH2:34][C:35]3[CH:43]=[C:39]([NH:40][C:41]=1[N:42]=2)[CH:38]=[CH:37][C:36]=3[NH:44][C:45](=[O:52])[CH2:46][CH:47]1[CH2:51][CH2:50][NH:49][CH2:48]1.[CH3:54][S:55](Cl)(=[O:57])=[O:56]>>[F:1][C:2]([F:7])([F:6])[C:3]([OH:5])=[O:4].[F:8][C:9]([F:14])([F:13])[C:10]([OH:12])=[O:11].[Cl:22][C:23]1[CH:24]=[N:25][C:26]2[NH:27][C:28]3[CH:29]=[N:30][CH:31]=[C:32]([CH:53]=3)[CH2:33][CH2:34][C:35]3[CH:43]=[C:39]([NH:40][C:41]=1[N:42]=2)[CH:38]=[CH:37][C:36]=3[NH:44][C:45](=[O:52])[CH2:46][CH:47]1[CH2:51][CH2:50][N:49]([S:55]([CH3:54])(=[O:57])=[O:56])[CH2:48]1 |f:0.1.2.3,5.6.7|. Reactants: FC(C(=O)O)(F)F.FC(C(=O)O)(F)F.FC(C(=O)O)(F)F.ClC=1C=NC=2NC=3C=NC=C(CCC4=C(C=CC(NC1N2)=C4)NC(CC4CNCC4)=O)C3 (N-[6-chloro-2,4,8,18,22-pentaazatetracyclo[14.3.1.1(3,7).1(9,13)]docosa-1(20),3(22),4,6,9(21),10,12,16,18-nonaen-12-yl]-2-pyrrolidin-3-ylacetamide tris(trifluoroacetate)), CS(=O)(=O)Cl (methanesulfonyl chloride). Yield: 48.0%. Yields the product FC(C(=O)O)(F)F.FC(C(=O)O)(F)F.ClC=1C=NC=2NC=3C=NC=C(CCC4=C(C=CC(NC1N2)=C4)NC(CC4CN(CC4)S(=O)(=O)C)=O)C3 (N-[6-Chloro-2,4,8,18,22-pentaazatetracyclo[14.3.1.1(3,7).1(9,13)]docosa-1(20),3(22),4,6,9(21),10,12,16,18-nonaen-12-yl]-2-[1-(methylsulfonyl)pyrrolidin-3-yl]acetamide bis(trifluoroacetate)).